From a dataset of the Open Reaction Database (ORD), a public repository of structured organic reaction records. describe an organic reaction: reactants, conditions, products, and yield Starting materials: Cc1oc(C=Cc2ccccc2Cl)nc1CCl, N#C[Na]. Product: Cc1oc(C=Cc2ccccc2Cl)nc1CC#N. RXN SMILES: [Cl:1][CH2:2][c:3]1[n:4][c:5]([CH:9]=[CH:10][c:11]2[c:12]([Cl:17])[cH:13][cH:14][cH:15][cH:16]2)[o:6][c:7]1[CH3:8].[Na:18][C:19]#[N:20]>>[CH2:2]([c:3]1[n:4][c:5]([CH:9]=[CH:10][c:11]2[c:12]([Cl:17])[cH:13][cH:14][cH:15][cH:16]2)[o:6][c:7]1[CH3:8])[C:19]#[N:20]. The reactants are BrC1=C(C=CC=C1)CCCC(=O)O (4-(o-bromophenyl) butyric acid), C(C(=O)Cl)(=O)Cl (oxalyl chloride). Run in C1=CC=CC=C1 (benzene). Conditions: temperature 0 celsius. Yields the product BrC1=C2CCCC(C2=CC=C1)=O (5-Bromo1-tetralone). Yield: 92.0%. Reaction SMILES: [Br:1][C:2]1[CH:7]=[CH:6][CH:5]=[CH:4][C:3]=1[CH2:8][CH2:9][CH2:10][C:11]([OH:13])=O.C(Cl)(=O)C(Cl)=O>C1C=CC=CC=1>[Br:1][C:2]1[CH:7]=[CH:6][CH:5]=[C:4]2[C:3]=1[CH2:8][CH2:9][CH2:10][C:11]2=[O:13]. Reported procedure: To a benzene solution (60 ml) of 4-(o-bromophenyl) butyric acid (5 g) was added oxalyl chloride (3.6 ml) and the reaction refluxed for 11/2 hrs. The solution was evaporated to dryness, the residue was dissolved in CH2Cl2 (50 ml) then cooled to 0° C., followed by the addition of AlCl3 (3.1 g). The mixture was stirred at 0° C. warming to room temperature overnight. The reaction was poured onto ice, then extracted with CH2Cl2. The organic layer was separated, washed with 1N NaOH, then brine, separa... Reactants: CC(C)(C)OC(=O)NC1CCC(CS(=O)(=O)c2nnnn2-c2ccccc2)OC1, C[Si](C)(C)[N-][Si](C)(C)C, COCCOC, COc1ccc2ccc(F)c(C=O)c2n1, [Li+], O. The product is COc1ccc2ccc(F)c(C=CC3CCC(NC(=O)OC(C)(C)C)CO3)c2n1. RXN SMILES: [C:16]([CH3:17])([CH3:18])([CH3:19])[O:20][C:21]([NH:22][CH:23]1[CH2:24][O:25][CH:26]([CH2:29][S:30]([c:31]2[n:32](-[c:33]3[cH:34][cH:35][cH:36][cH:37][cH:38]3)[n:39][n:40][n:41]2)(=[O:42])=[O:43])[CH2:27][CH2:28]1)=[O:44].[CH3:46][Si:47]([N-:48][Si:49]([CH3:50])([CH3:51])[CH3:52])([CH3:53])[CH3:54].[CH3:56][O:57][CH2:58][CH2:59][O:60][CH3:61].[F:1][c:2]1[cH:3][cH:4][c:5]2[cH:6][cH:7][c:8]([O:14][CH3:15])[n:9][c:10]2[c:11]1[CH:12]=[O:13].[Li+:45].[OH2:55]>>[F:1][c:2]1[cH:3][cH:4][c:5]2[cH:6][cH:7][c:8]([O:14][CH3:15])[n:9][c:10]2[c:11]1[CH:12]=[CH:29][CH:26]1[O:25][CH2:24][CH:23]([NH:22][C:21]([O:20][C:16]([CH3:17])([CH3:18])[CH3:19])=[O:44])[CH2:28][CH2:27]1. The product is CN(C=O)c1ccc2c3ccc(O)cc3n(C(=O)OC(C)(C)C)c2c1. RXN SMILES: [CH2:1]([c:2]1[cH:3][cH:4][cH:5][cH:6][cH:7]1)[O:8][c:9]1[cH:10][c:11]2[n:12]([C:26](=[O:27])[O:28][C:29]([CH3:30])([CH3:31])[CH3:32])[c:13]3[cH:14][c:15]([N:22]([CH:23]=[O:24])[CH3:25])[cH:16][cH:17][c:18]3[c:19]2[cH:20][cH:21]1.[CH3:33][OH:34]>>[OH:8][c:9]1[cH:10][c:11]2[n:12]([C:26](=[O:27])[O:28][C:29]([CH3:30])([CH3:31])[CH3:32])[c:13]3[cH:14][c:15]([N:22]([CH:23]=[O:24])[CH3:25])[cH:16][cH:17][c:18]3[c:19]2[cH:20][cH:21]1. The reactants are CN(C=O)c1ccc2c3ccc(OCc4ccccc4)cc3n(C(=O)OC(C)(C)C)c2c1, CO. RXN SMILES: [C:24](=[O:25])([O-:26])[OH:27].[CH3:50][c:51]1[cH:52][cH:53][cH:54][cH:55][cH:56]1.[CH3:57][N:58]([CH3:59])[CH:60]=[O:61].[CH:1]1([CH:7]([OH:8])[c:9]2[o:10][c:11]3[c:12]([c:13]2[CH3:14])[cH:15][c:16]([F:19])[cH:17][cH:18]3)[CH2:2][CH2:3][CH2:4][CH2:5][CH2:6]1.[Cl-:48].[I-:41].[NH2:29][c:30]1[cH:31][cH:32][c:33]([C:36](=[O:37])[O:38][CH3:39])[n:34][cH:35]1.[NH4+:49].[Na+:28].[Na+:40].[Na+:42].[Na+:43].[O-:44][C:45](=[O:46])[O-:47].[S:20]([Cl:21])([Cl:22])=[O:23]>>[CH:1]1([CH:7]([c:9]2[o:10][c:11]3[c:12]([c:13]2[CH3:14])[cH:15][c:16]([F:19])[cH:17][cH:18]3)[NH:29][c:30]2[cH:31][cH:32][c:33]([C:36](=[O:37])[O:38][CH3:39])[n:34][cH:35]2)[CH2:2][CH2:3][CH2:4][CH2:5][CH2:6]1. Product: COC(=O)c1ccc(NC(c2oc3ccc(F)cc3c2C)C2CCCCC2)cn1. Reactants: O=C([O-])O, Cc1ccccc1, CN(C)C=O, Cc1c(C(O)C2CCCCC2)oc2ccc(F)cc12, [Cl-], [I-], COC(=O)c1ccc(N)cn1, [NH4+], [Na+], [Na+], [Na+], [Na+], O=C([O-])[O-], O=S(Cl)Cl. Reactants: BrCCS(=O)(=O)[O-].[Na+] (sodium 2-bromoethanesulfonate), NC1=CC=C(C(=O)OCC)C=C1 (ethyl 4-aminobenzoate), Cl (hydrochloric acid). Solvent: CN(P(=O)(N(C)C)N(C)C)C (hexamethylphosphoramide). The product is S(=O)(=O)(O)CCNC1=CC=C(C(=O)OCC)C=C1 (ethyl 4-(2-sulfoethylamino)benzoate). Reaction SMILES: Br[CH2:2][CH2:3][S:4]([O-:7])(=[O:6])=[O:5].[Na+].[NH2:9][C:10]1[CH:20]=[CH:19][C:13]([C:14]([O:16][CH2:17][CH3:18])=[O:15])=[CH:12][CH:11]=1.Cl>CN(C)P(N(C)C)(N(C)C)=O>[S:4]([CH2:3][CH2:2][NH:9][C:10]1[CH:11]=[CH:12][C:13]([C:14]([O:16][CH2:17][CH3:18])=[O:15])=[CH:19][CH:20]=1)([OH:7])(=[O:6])=[O:5] |f:0.1|. Procedure: A solution of 4.1 g. of sodium 2-bromoethanesulfonate and 7.9 g. of ethyl 4-aminobenzoate in 110 ml. of hexamethylphosphoramide is stirred at 125° for 18 hours and then poured into dilute hydrochloric acid. The solid is collected by filtration, dried and recrystallized from acetonitrile to yield ethyl 4-(2-sulfoethylamino)benzoate as a white solid. The reactants are COS(=O)(=O)C(F)(F)F (methyltriflate), ClC1=CC=CC=2NC3=C4C=CC=CC4=NC3=C(C12)Cl (1-Chloro-11-chloroquindoline), O(S(=O)(=O)C(F)(F)F)C (methyl triflate). Run in C1(=CC=CC=C1)C (toluene), C1(=CC=CC=C1)C (toluene). Reaction conditions: time 20 hour. The product is Cl.ClC1=CC=CC=2[NH+](C3=C4C=CC=CC4=NC3=C(C12)Cl)C (1-Chloro-5-methyl-11-chloroquindolinium Hydrochloride). As a reaction SMILES: [Cl:1][C:2]1[C:18]2[C:17]([Cl:19])=[C:16]3[C:8](=[C:9]4[C:14](=[N:15]3)[CH:13]=[CH:12][CH:11]=[CH:10]4)[NH:7][C:6]=2[CH:5]=[CH:4][CH:3]=1.[CH3:20]OS(C(F)(F)F)(=O)=O>C1(C)C=CC=CC=1>[ClH:1].[Cl:1][C:2]1[C:18]2[C:17]([Cl:19])=[C:16]3[C:8](=[C:9]4[C:14](=[N:15]3)[CH:13]=[CH:12][CH:11]=[CH:10]4)[NH+:7]([CH3:20])[C:6]=2[CH:5]=[CH:4][CH:3]=1 |f:3.4|. Procedure: To a suspension of 1-chloro-11-chloroquindoline from Example 50 (0.3 g, 1.0 mmol) in anhydrous toluene (12 mL) was added methyltriflate (0.25 mL, 206 mol %). The reaction mixture was stirred for 20 h at rt after which TLC analysis still showed starting material. Additional methyl triflate (100 mol %) and toluene (5 mL) were added. The reaction mixture was stirred overnight, filtered, washed with ether and dried to afford the crude title compound; MS (-FAB, m/z) 149. The reactants are C(C)OC([C@@H](NC(C1=CC=C(C=C1)N1CCN(CC1)C=1C(=NC(=NC1CCC)N)N)=O)CCC(=O)OCC)=O (N-[4-[4-(2,4-diamino-6-propyl-5-pyrimidinyl)-1-piperazinyl]-benzoyl]-L-glutamic acid diethyl ester), [OH-].[Na+] (sodium hydroxide). The reagents and catalysts are [OH-].[Na+] (sodium hydroxide). Solvent: CO (methanol). Conditions: time 4 hour. Yields the product NC1=NC(=C(C(=N1)N)N1CCN(CC1)C1=CC=C(C(=O)N[C@@H](CCC(=O)O)C(=O)O)C=C1)CCC (N-[4-[ 4-(2,4-Diamino-6-propyl-5-pyrimidinyl)-1-piperazinyl]benzoyl]-L-glutamic acid). Isolated yield 75.0%. Reaction SMILES: C([O:3][C:4](=[O:39])[C@H:5]([CH2:32][CH2:33][C:34]([O:36]CC)=[O:35])[NH:6][C:7](=[O:31])[C:8]1[CH:13]=[CH:12][C:11]([N:14]2[CH2:19][CH2:18][N:17]([C:20]3[C:21]([NH2:30])=[N:22][C:23]([NH2:29])=[N:24][C:25]=3[CH2:26][CH2:27][CH3:28])[CH2:16][CH2:15]2)=[CH:10][CH:9]=1)C.[OH-].[Na+]>CO.[OH-].[Na+]>[NH2:29][C:23]1[N:22]=[C:21]([NH2:30])[C:20]([N:17]2[CH2:16][CH2:15][N:14]([C:11]3[CH:10]=[CH:9][C:8]([C:7]([NH:6][C@H:5]([C:4]([OH:39])=[O:3])[CH2:32][CH2:33][C:34]([OH:36])=[O:35])=[O:31])=[CH:13][CH:12]=3)[CH2:19][CH2:18]2)=[C:25]([CH2:26][CH2:27][CH3:28])[N:24]=1 |f:1.2,4.5|. Procedure details: A mixture of 1.3 g (2.47 mmole) of N-[4-[4-(2,4-diamino-6-propyl-5-pyrimidinyl)-1-piperazinyl]-benzoyl]-L-glutamic acid diethyl ester and 0.4 g (4.94 mmole) of a 50% aqueous sodium hydroxide solution in 300 ml of methanol was stirred at room temperature for four hours. One drop of 50% sodium hydroxide solution was added and the reaction mixture became a clear solution. Methanol was removed in vacuo below 23° C. The residue was dissolved in 200 ml of ice water and filtered. The filtrate was acidi...